This data is from the Open Reaction Database (ORD), a public repository of structured organic reaction records. The task is: describe an organic reaction: reactants, conditions, products, and yield RXN SMILES: Cl.[CH:2]1([NH:8][C:9]2[C:14]([CH3:15])=[C:13]([CH3:16])[N:12]=[C:11](NCC3C=CC=CN=3)[N:10]=2)[CH2:7][CH2:6][CH2:5][CH2:4][CH2:3]1.[F:25][C:26]([F:37])([F:36])[O:27][C:28]1[CH:35]=[CH:34][C:31]([CH2:32][NH2:33])=[CH:30][CH:29]=1>>[CH:2]1([NH:8][C:9]2[C:14]([CH3:15])=[C:13]([CH3:16])[N:12]=[C:11]([NH:33][CH2:32][C:31]3[CH:34]=[CH:35][C:28]([O:27][C:26]([F:36])([F:37])[F:25])=[CH:29][CH:30]=3)[N:10]=2)[CH2:3][CH2:4][CH2:5][CH2:6][CH2:7]1 |f:0.1|. Procedure: The titled compound was synthesized according to the general procedure described for preparation of N4-cyclohexyl-5,6-dimethyl-N2-(pyridin-2-ylmethyl)pyrimidine-2,4-diamine (Example 1) using [4-(trifluoromethoxy)benzyl]amine instead of (pyridin-2-ylmethyl)amine. The product was purified by column chromatography eluting with mixture of chloroform/ethanol/20% water solution of ammonia (200:10:1), and then the final product was washed with diethyl ether to afford the titled compound as a white soli... Yields the product C1(CCCCC1)NC1=NC(=NC(=C1C)C)NCC1=CC=C(C=C1)OC(F)(F)F (N4-cyclohexyl-5,6-dimethyl-N2-[4-(trifluoromethoxy)benzyl]pyrimidine-2,4-diamine). Starting materials: Cl.C1(CCCCC1)NC1=NC(=NC(=C1C)C)NCC1=NC=CC=C1 (N4-cyclohexyl-5,6-dimethyl-N2-(pyridin-2-ylmethyl)pyrimidine-2,4-diamine hydrochloride), FC(OC1=CC=C(CN)C=C1)(F)F ([4-(trifluoromethoxy)benzyl]amine). Reactants: CS(=O)(=O)N1CCC=CCC1 (1-methanesulphonyl-2,3,6,7-tetrahydro-1H-azepine), ClC1=CC(=CC=C1)C(=O)OO (m-chloro-perbenzoic acid). Run in C(Cl)Cl (methylene chloride). Run at time 24 hour. Yields the product CS(=O)(=O)N1CCC2C(CC1)O2 (1-methanesulphonyl-hexahydro-4,5-epoxy-1H-azepine). RXN SMILES: [CH3:1][S:2]([N:5]1[CH2:11][CH2:10][CH:9]=[CH:8][CH2:7][CH2:6]1)(=[O:4])=[O:3].ClC1C=CC=C(C(OO)=[O:20])C=1>C(Cl)Cl>[CH3:1][S:2]([N:5]1[CH2:6][CH2:7][CH:8]2[O:20][CH:9]2[CH2:10][CH2:11]1)(=[O:4])=[O:3]. Reported procedure: 11.7 g (0.067 mol) of 1-methanesulphonyl-2,3,6,7-tetrahydro-1H-azepine are dissolved in 230 ml of methylene chloride and the solution is treated with 23 g (0.13 mol) of m-chloro-perbenzoic acid in portions. A white suspension soon forms and this is stirred for a further 24 hours at room temperature. The m-chlorobenzoic acid which has precipitated is filtered off and the filtrate is washed with a saturated aqueous solution of sodium carbonate, then with aqueous iron-II sulphate solution, then wit... The reactants are COc1ccccc1C1(C#N)CCC1, CC(=O)O, O=S(=O)(O)O. Yields the product COc1ccccc1C1(C(N)=O)CCC1. RXN SMILES: [CH3:1][O:2][c:3]1[c:4]([C:9]2([C:13]#[N:14])[CH2:10][CH2:11][CH2:12]2)[cH:5][cH:6][cH:7][cH:8]1.[CH3:20][C:21](=[O:22])[OH:23].[S:15]([OH:16])(=[O:17])(=[O:18])[OH:19]>>[CH3:1][O:2][c:3]1[c:4]([C:9]2([C:13]([NH2:14])=[O:16])[CH2:10][CH2:11][CH2:12]2)[cH:5][cH:6][cH:7][cH:8]1. The reactants are BrC=1C=C(C=CC1)O (3-bromophenol), [H-].[Na+] (sodium hydride), Cl (hydrochloric acid), COC(CBr)OC (bromoacetaldehyde dimethyl acetai). Solvent: CN(C=O)C (N,N-dimethylformamide), O (water). Reaction conditions: time 10 minute. The product is COC(COC1=CC(=CC=C1)Br)OC ((3-bromophenyloxy)acetaldehyde dimethyl acetal). Yield: 92.6%. As a reaction SMILES: [H-].[Na+].[Br:3][C:4]1[CH:5]=[C:6]([OH:10])[CH:7]=[CH:8][CH:9]=1.[CH3:11][O:12][CH:13]([O:16][CH3:17])[CH2:14]Br.Cl>CN(C)C=O.O>[CH3:11][O:12][CH:13]([O:16][CH3:17])[CH2:14][O:10][C:6]1[CH:7]=[CH:8][CH:9]=[C:4]([Br:3])[CH:5]=1 |f:0.1|. Procedure: To a suspension of 60% sodium hydride. (60 g) in N,N-dimethylformamide (1.4 l) was added dropwise 3-bromophenol (260 g) under ice-cooling. After stirring for 10 minutes, to the solution was added dropwise bromoacetaldehyde dimethyl acetai (318 g) and the mixture was heated with stirring for 3 hours at 90° C. After cooling, water was added to the resulting solution and acidified with 1 M hydrochloric acid and then extracted with ether (3l). The organic layer was washed with successive water, satu... The reactants are Cc1cccc(C(=O)Nc2cc(-c3cccc(Cl)c3)ccc2C(=O)OC(C)(C)C)c1C, O=C(O)C(F)(F)F. Product: Cc1cccc(C(=O)Nc2cc(-c3cccc(Cl)c3)ccc2C(=O)O)c1C. Reaction SMILES: [Cl:1][c:2]1[cH:3][c:4](-[c:8]2[cH:9][c:10]([NH:21][C:22]([c:23]3[c:24]([CH3:30])[c:25]([CH3:29])[cH:26][cH:27][cH:28]3)=[O:31])[c:11]([C:12](=[O:13])[O:14][C:15]([CH3:16])([CH3:17])[CH3:18])[cH:19][cH:20]2)[cH:5][cH:6][cH:7]1.[OH:32][C:33]([C:34]([F:35])([F:36])[F:37])=[O:38]>>[Cl:1][c:2]1[cH:3][c:4](-[c:8]2[cH:9][c:10]([NH:21][C:22]([c:23]3[c:24]([CH3:30])[c:25]([CH3:29])[cH:26][cH:27][cH:28]3)=[O:31])[c:11]([C:12](=[O:13])[OH:14])[cH:19][cH:20]2)[cH:5][cH:6][cH:7]1.